From a dataset of the Open Reaction Database (ORD), a public repository of structured organic reaction records. describe an organic reaction: reactants, conditions, products, and yield Solvent: C(C)N(CC)CC (triethylamine). Isolated yield 24.8%. Product: OCC1=CC=C(C=C1)N1N=C(CC1=O)C (1-(4-hydroxymethylphenyl)-3-methyl-2-pyrazolin-5-one). Reactants: C(Cl)(Cl)Cl (chloroform), CC1=NN(C(C1)=O)C1=CC=C(C(=O)O)C=C1 (4-(3-methyl-5-oxo-2-pyrazolin-1-yl)benzoic acid), C(OCC)(=O)Cl (ethyl chlorocarbonate). Run at time 2 hour. Reported procedure: Into 250 ml of anhydrous chloroform were added 5.0 g of 4-(3-methyl-5-oxo-2-pyrazolin-1-yl)benzoic acid and 25 ml of triethylamine and, further under ice-cooling, 12.5 ml of ethyl chlorocarbonate was added dropwise into the mixture. After evaporation of the solvent, the residue was dissolved in 200 ml of THF, the insolubles were filtered off, and then a solution of 2.08 g of NaBH4 dissolved in 60 ml of water was added dropwise into the filtrate, followed by stirring at room temperature for 2 hou... RXN SMILES: C(Cl)(Cl)Cl.[CH3:5][C:6]1[CH2:10][C:9](=[O:11])[N:8]([C:12]2[CH:20]=[CH:19][C:15]([C:16](O)=[O:17])=[CH:14][CH:13]=2)[N:7]=1.C(Cl)(=O)OCC>C(N(CC)CC)C>[OH:17][CH2:16][C:15]1[CH:14]=[CH:13][C:12]([N:8]2[C:9](=[O:11])[CH2:10][C:6]([CH3:5])=[N:7]2)=[CH:20][CH:19]=1. Reactants: C(C)(C)(C)OC(=O)N1CCC(CC1)NCC1=NC=CC=C1C (4-[(3-Methyl-pyridin-2-ylmethyl)-amino]-piperidine-1-carboxylic acid tert-butyl ester), C(C)(C)(C)OC(=O)N1C=NC2=C1C=CC=C2CBr (4-Bromomethyl-benzoimidazole-1-carboxylic acid tert-butyl ester), CCN(C(C)C)C(C)C (DIPEA). Run in CC#N (CH3CN). Product: C(C)(C)(C)OC(=O)N1C=NC2=C1C=CC=C2CN(CC2=NC=CC=C2C)C2CCN(CC2)C(=O)OC(C)(C)C (4-{[(1-tert-Butoxycarbonyl-piperidin-4-yl)-(3-methyl-pyridin-2-ylmethyl)-amino]-methyl}-benzoimidazole-1-carboxylic acid tert-butyl ester). RXN SMILES: [C:1]([O:5][C:6]([N:8]1[CH2:13][CH2:12][CH:11]([NH:14][CH2:15][C:16]2[C:21]([CH3:22])=[CH:20][CH:19]=[CH:18][N:17]=2)[CH2:10][CH2:9]1)=[O:7])([CH3:4])([CH3:3])[CH3:2].[C:23]([O:27][C:28]([N:30]1[C:34]2[CH:35]=[CH:36][CH:37]=[C:38]([CH2:39]Br)[C:33]=2[N:32]=[CH:31]1)=[O:29])([CH3:26])([CH3:25])[CH3:24].CCN(C(C)C)C(C)C>CC#N>[C:23]([O:27][C:28]([N:30]1[C:34]2[CH:35]=[CH:36][CH:37]=[C:38]([CH2:39][N:14]([CH:11]3[CH2:12][CH2:13][N:8]([C:6]([O:5][C:1]([CH3:4])([CH3:3])[CH3:2])=[O:7])[CH2:9][CH2:10]3)[CH2:15][C:16]3[C:21]([CH3:22])=[CH:20][CH:19]=[CH:18][N:17]=3)[C:33]=2[N:32]=[CH:31]1)=[O:29])([CH3:26])([CH3:25])[CH3:24]. Procedure details: Using General Procedure A: Reaction of 4-[(3-Methyl-pyridin-2-ylmethyl)-amino]-piperidine-1-carboxylic acid tert-butyl ester in dry CH3CN with 4-Bromomethyl-benzoimidazole-1-carboxylic acid tert-butyl ester, DIPEA and KI gave 4-{[(1-tert-Butoxycarbonyl-piperidin-4-yl)-(3-methyl-pyridin-2-ylmethyl)-amino]-methyl}-benzoimidazole-1-carboxylic acid tert-butyl ester as a white foam. Deprotection with TFA using General Procedure F gave (1H-Benzoimidazol-4-ylmethyl)-(3-methyl-pyridin-2-ylmethyl)-piperi... Reactants: O (water), NC1=C(N=NN1CC1=CC(=C(C(=C1)C)C(C1=CC=C(C=C1)C(F)(F)F)=O)Cl)C(=O)N (5-amino-1-(4-[4-trifluoromethylbenzoyl]-3-chloro-5-methylbenzyl)-1,2,3-triazole-4carboxamide), CI (methyl iodide), C([O-])([O-])=O.[K+].[K+] (potassium carbonate). Run in CN(C=O)C (N,N-dimethylformamide). Run at time 48 hour. The product is CNC1=C(N=NN1)C(=O)N (5-methylamino-1,2,3-triazole-4-carboxamide). As a reaction SMILES: [NH2:1][C:2]1[N:6](CC2C=C(C)C(C(=O)C3C=CC(C(F)(F)F)=CC=3)=C(Cl)C=2)[N:5]=[N:4][C:3]=1[C:28]([NH2:30])=[O:29].CI.[C:33](=O)([O-])[O-].[K+].[K+].O>CN(C)C=O>[CH3:33][NH:1][C:2]1[NH:6][N:5]=[N:4][C:3]=1[C:28]([NH2:30])=[O:29] |f:2.3.4|. Procedure details: A mixture of 5-amino-1-(4-[4-trifluoromethylbenzoyl]-3-chloro-5-methylbenzyl)-1,2,3-triazole-4carboxamide (438 mg, 1.00 mmole), methyl iodide (142 mg, 1.00 mmol), and potassium carbonate (138 mg, 1.00 mmole) in N,N-dimethylformamide (2.0 mL) is stirred 48 hours at ambient temperature, poured into water (15 mL), and filtered. Chromatography provides 1-4-[4-trifluoromethylbenzoyl]-3-chloro-5-methyl-benzyl)-5-methylamino-1,2,3-triazole-4-carboxamide. The reactants are O=Cc1cnccc1Cl, Oc1ccc(Cl)c(Cl)c1. Product: O=Cc1cnccc1Oc1ccc(Cl)c(Cl)c1. Reaction SMILES: [Cl:10][c:11]1[cH:12][cH:13][n:14][cH:15][c:16]1[CH:17]=[O:18].[Cl:1][c:2]1[cH:3][c:4]([OH:9])[cH:5][cH:6][c:7]1[Cl:8]>>[Cl:1][c:2]1[cH:3][c:4]([O:9][c:11]2[cH:12][cH:13][n:14][cH:15][c:16]2[CH:17]=[O:18])[cH:5][cH:6][c:7]1[Cl:8].